From a dataset of the Open Reaction Database (ORD), a public repository of structured organic reaction records. describe an organic reaction: reactants, conditions, products, and yield Reactants: O=C([O-])[O-], Cn1cc(B2OC(C)(C)C(C)(C)O2)cn1, COc1ccc(CN2Cc3c(F)c(NC(CC(C)C)C(=O)O)nc(Cl)c3C2=O)c(OC)c1, [Na+], [Na+], C1COCCO1. Yields the product COc1ccc(CN2Cc3c(F)c(NC(CC(C)C)C(=O)O)nc(-c4cnn(C)c4)c3C2=O)c(OC)c1. RXN SMILES: [C:54](=[O:55])([O-:56])[O-:57].[CH3:33][n:34]1[n:35][cH:36][c:37]([B:39]2[O:40][C:41]([CH3:42])([CH3:43])[C:44]([CH3:45])([CH3:46])[O:47]2)[cH:38]1.[Cl:1][c:2]1[n:3][c:4]([NH:24][CH:25]([C:26](=[O:27])[OH:28])[CH2:29][CH:30]([CH3:31])[CH3:32])[c:5]([F:23])[c:6]2[c:7]1[C:8](=[O:22])[N:9]([CH2:11][c:12]1[c:13]([O:20][CH3:21])[cH:14][c:15]([O:18][CH3:19])[cH:16][cH:17]1)[CH2:10]2.[Na+:58].[Na+:59].[O:48]1[CH2:49][CH2:50][O:51][CH2:52][CH2:53]1>>[c:2]1(-[c:37]2[cH:36][n:35][n:34]([CH3:33])[cH:38]2)[n:3][c:4]([NH:24][CH:25]([C:26](=[O:27])[OH:28])[CH2:29][CH:30]([CH3:31])[CH3:32])[c:5]([F:23])[c:6]2[c:7]1[C:8](=[O:22])[N:9]([CH2:11][c:12]1[c:13]([O:20][CH3:21])[cH:14][c:15]([O:18][CH3:19])[cH:16][cH:17]1)[CH2:10]2.